This data is from the Open Reaction Database (ORD), a public repository of structured organic reaction records. The task is: describe an organic reaction: reactants, conditions, products, and yield The reactants are BrC=1C(=C2C(=NC1)N(C=C2C2=C(C=CC=C2)OC)COCC[Si](C)(C)C)Cl (5-Bromo-4-chloro-3-(2-methoxy-phenyl)-1-(2-trimethylsilanyl-ethoxymethyl)-1H-pyrrolo[2,3-b]pyridine), COC(C1=CC=CC=C1)O (methoxybenzyl alcohol), CN(C=O)C (dimethylformamide), [H-].[Na+] (Sodium hydride). The product is BrC=1C(=C2C(=NC1)N(C=C2C2=C(C=CC=C2)OC)COCC[Si](C)(C)C)OCC2=CC=C(C=C2)OC (5-Bromo-4-(4-methoxy-benzyloxy)-3-(2-methoxy-phenyl)-1-(2-trimethylsilanyl-ethoxymethyl)-1H-pyrrolo[2,3-b]pyridine). Isolated yield 74.0%. As a reaction SMILES: [Br:1][C:2]1[C:3](Cl)=[C:4]2[C:10]([C:11]3[CH:16]=[CH:15][CH:14]=[CH:13][C:12]=3[O:17][CH3:18])=[CH:9][N:8]([CH2:19][O:20][CH2:21][CH2:22][Si:23]([CH3:26])([CH3:25])[CH3:24])[C:5]2=[N:6][CH:7]=1.CO[CH:30]([OH:37])[C:31]1[CH:36]=[CH:35][CH:34]=[CH:33][CH:32]=1.[H-].[Na+].CN(C)[CH:42]=[O:43]>>[Br:1][C:2]1[C:3]([O:37][CH2:30][C:31]2[CH:32]=[CH:33][C:34]([O:43][CH3:42])=[CH:35][CH:36]=2)=[C:4]2[C:10]([C:11]3[CH:16]=[CH:15][CH:14]=[CH:13][C:12]=3[O:17][CH3:18])=[CH:9][N:8]([CH2:19][O:20][CH2:21][CH2:22][Si:23]([CH3:26])([CH3:25])[CH3:24])[C:5]2=[N:6][CH:7]=1 |f:2.3|. Procedure details: 5-Bromo-4-chloro-3-(2-methoxy-phenyl)-1-(2-trimethylsilanyl-ethoxymethyl)-1H-pyrrolo[2,3-b]pyridine (245 mg, 0.52 mmol) and methoxybenzyl alcohol (723 mg, 5.2 mmol) were dissolved in dimethylformamide (0.25 mL). Sodium hydride (167 mg, 4.2 mmol) was added and the mixture was irradiated in a Personal Chemistry Optimizer at 120° C. for 5 min. The reaction was quenched with water, applied to a Varian chemelut cartridge and eluted with ethyl acetate. The crude product was purified by flash silica ge...